Dataset: the Open Reaction Database (ORD), a public repository of structured organic reaction records. Task: describe an organic reaction: reactants, conditions, products, and yield Reactants: FC(C[C@@H](C(=O)O)NC(=O)N1CCOCC1)(CC1=CC=CC=C1)F ((S)-4,4-difluoro-2-[(morpholine-4-carbonyl)-amino]-5-phenyl-pentanoic acid), FC(C(=O)O)(F)F.NC([C@H](O)C=1OC(=NN1)C1CC1)CC ((S)-2-amino-1-(5-cyclopropyl-1,3,4-oxadiazol-2-yl)-butan-1-ol Trifluoro acetic acid salt), C1(CC1)C1=NN=C(O1)C(=O)C(CC)NC(=O)C(CC(CC1=CC=CC=C1)(F)F)NC(=O)N1CCOCC1 (morpholine-4-carboxylic acid {1-[1-(5-cyclopropyl-[1,3,4]oxadiazole-2-carbonyl)-propylcarbamoyl]-3,3-difluoro-4-phenyl-butyl}-amide). Procedure details: By proceeding in a similar manner to Example 1 above but using (S)-4,4-difluoro-2-[(morpholine-4-carbonyl)-amino]-5-phenyl-pentanoic acid and (S)-2-amino-1-(5-cyclopropyl-1,3,4-oxadiazol-2-yl)-butan-1-ol Trifluoro acetic acid salt, there is prepared morpholine-4-carboxylic acid {1-[1-(5-cyclopropyl-[1,3,4]oxadiazole-2-carbonyl)-propylcarbamoyl]-3,3-difluoro-4-phenyl-butyl}-amide. The product is C1(CC1)C1=NN=C(O1)C(=O)C(CC)NC(=O)C1(CC(CC=C1)(F)F)CCCCNC(=O)N1CCOCC1 (Morpholine-4-carboxylic acid {1-[1-(5-cyclopropyl-[1,3,4]oxadiazole-2-carbonyl)-propylcarbamoyl]-3,3-difluoro-phenyl-butyl}-amide). RXN SMILES: F[C:2](F)([CH2:17]C1C=CC=CC=1)[CH2:3][C@H:4]([NH:8][C:9]([N:11]1[CH2:16][CH2:15][O:14][CH2:13][CH2:12]1)=[O:10])C(O)=O.FC(F)(F)C(O)=O.NC(CC)[C@@H](C1OC(C2CC2)=NN=1)O.[CH:46]1([C:49]2[O:53][C:52]([C:54]([CH:56]([NH:59][C:60]([CH:62](NC(N3CCOCC3)=O)[CH2:63][C:64]([F:73])([F:72])[CH2:65][C:66]3C=CC=C[CH:67]=3)=[O:61])[CH2:57][CH3:58])=[O:55])=[N:51][N:50]=2)[CH2:48][CH2:47]1>>[CH:46]1([C:49]2[O:53][C:52]([C:54]([CH:56]([NH:59][C:60]([C:62]3([CH2:17][CH2:2][CH2:3][CH2:4][NH:8][C:9]([N:11]4[CH2:16][CH2:15][O:14][CH2:13][CH2:12]4)=[O:10])[CH:67]=[CH:66][CH2:65][C:64]([F:73])([F:72])[CH2:63]3)=[O:61])[CH2:57][CH3:58])=[O:55])=[N:51][N:50]=2)[CH2:48][CH2:47]1 |f:1.2|. The reactants are CC(C)(C)OC(=O)NCCBr, O=C([O-])[O-], CCOC(C)=O, [K+], [K+], CN(C)C=O, N#Cc1ccc(I)c(O)c1. The product is CC(C)(C)OC(=O)NCCOc1cc(C#N)ccc1I. Reaction SMILES: [Br:1][CH2:2][CH2:3][NH:4][C:5]([O:6][C:7]([CH3:8])([CH3:9])[CH3:10])=[O:11].[C:22](=[O:23])([O-:24])[O-:25].[CH3:28][CH2:29][O:30][C:31](=[O:32])[CH3:33].[K+:26].[K+:27].[O:34]=[CH:35][N:36]([CH3:37])[CH3:38].[OH:12][c:13]1[cH:14][c:15]([C:16]#[N:17])[cH:18][cH:19][c:20]1[I:21]>>[CH2:2]([CH2:3][NH:4][C:5]([O:6][C:7]([CH3:8])([CH3:9])[CH3:10])=[O:11])[O:12][c:13]1[cH:14][c:15]([C:16]#[N:17])[cH:18][cH:19][c:20]1[I:21]. Reactants: BrC=1C=CC(=C(C1)C1=NC2=CC=C(C=C2C=C1)C1=NC2=C(N1C1CCCCC1)C=CC(=C2)C(=O)O)O (2-[2-(5-Bromo-2-hydroxy-phenyl)-quinolin-6-yl]-1-cyclohexyl-1H-benzoimidazole-5-carboxylic acid), [OH-].[K+] (KOH), Compound 354e, OC1=C(C=C(C=C1[N+](=O)[O-])C)C(C)=O (1-(2-hydroxy-5-methyl-3-nitro-phenyl)-ethanone). The solvent is C(C)O (ethanol), C(C)O (ethanol). The product is C1(CCCCC1)N1C(=NC2=C1C=CC(=C2)C(=O)O)C=2C=C1C=CC(=NC1=CC2)C2=C(C(=CC(=C2)C)[N+](=O)[O-])O (1-cyclohexyl-2-[2-(2-hydroxy-5-methyl-3-nitro-phenyl)-quinolin-6-yl]-1H-benzoimidazole-5-carboxylic acid). Isolated yield 31.0%. As a reaction SMILES: BrC1C=CC(O)=C(C2C=[CH:16][C:15]3[C:10](=[CH:11][CH:12]=[C:13]([C:18]4[N:22]([CH:23]5[CH2:28][CH2:27][CH2:26][CH2:25][CH2:24]5)[C:21]5[CH:29]=[CH:30][C:31]([C:33]([OH:35])=[O:34])=[CH:32][C:20]=5[N:19]=4)[CH:14]=3)[N:9]=2)C=1.[OH:37][C:38]1[C:43]([N+:44]([O-:46])=[O:45])=[CH:42][C:41]([CH3:47])=[CH:40][C:39]=1[C:48](=O)[CH3:49].[OH-].[K+]>C(O)C>[CH:23]1([N:22]2[C:21]3[CH:29]=[CH:30][C:31]([C:33]([OH:35])=[O:34])=[CH:32][C:20]=3[N:19]=[C:18]2[C:13]2[CH:14]=[C:15]3[C:10](=[CH:11][CH:12]=2)[N:9]=[C:48]([C:39]2[CH:40]=[C:41]([CH3:47])[CH:42]=[C:43]([N+:44]([O-:46])=[O:45])[C:38]=2[OH:37])[CH:49]=[CH:16]3)[CH2:24][CH2:25][CH2:26][CH2:27][CH2:28]1 |f:2.3|. Reported procedure: Following the procedure and workup for Compound 354, Compound 354e (100 mg, 0.256 mmol) was reacted with 1-(2-hydroxy-5-methyl-3-nitro-phenyl)-ethanone (0.256 mmol) in ethanol (2 mL) using 10% w/v KOH in ethanol (506 μL, 0.64 mmol) to produce the title compound (40 mg, 31% yield). The reactants are O=C(Cl)C1CC1, CN(c1ccc(F)c(NC(=O)C(F)(F)F)c1)c1ccc2nc(N)sc2n1, c1ccncc1. Yields the product CN(c1ccc(F)c(NC(=O)C(F)(F)F)c1)c1ccc2nc(NC(=O)C3CC3)sc2n1. Reaction SMILES: [CH:27]1([C:30](=[O:31])[Cl:32])[CH2:28][CH2:29]1.[NH2:1][c:2]1[s:3][c:4]2[n:5][c:6]([N:11]([c:12]3[cH:13][cH:14][c:15]([F:25])[c:16]([NH:18][C:19]([C:20]([F:21])([F:22])[F:23])=[O:24])[cH:17]3)[CH3:26])[cH:7][cH:8][c:9]2[n:10]1.[cH:33]1[cH:34][cH:35][n:36][cH:37][cH:38]1>>[NH:1]([c:2]1[s:3][c:4]2[n:5][c:6]([N:11]([c:12]3[cH:13][cH:14][c:15]([F:25])[c:16]([NH:18][C:19]([C:20]([F:21])([F:22])[F:23])=[O:24])[cH:17]3)[CH3:26])[cH:7][cH:8][c:9]2[n:10]1)[C:30]([CH:27]1[CH2:28][CH2:29]1)=[O:31]. Starting materials: CCOC(=O)c1cc2c(nc(C)n2C)c2c1CCC(c1ccccc1)O2, Cl, [Li+], C1COCCO1, [OH-], O. The product is Cc1nc2c3c(c(C(=O)O)cc2n1C)CCC(c1ccccc1)O3. Reaction SMILES: [CH2:1]([CH3:2])[O:3][C:4](=[O:5])[c:6]1[c:7]2[c:12]([c:13]3[c:14]([n:15]([CH3:19])[c:16]([CH3:18])[n:17]3)[cH:20]1)[O:11][CH:10]([c:21]1[cH:22][cH:23][cH:24][cH:25][cH:26]1)[CH2:9][CH2:8]2.[ClH:29].[Li+:27].[O:30]1[CH2:31][CH2:32][O:33][CH2:34][CH2:35]1.[OH-:28].[OH2:36]>>[O:3]=[C:4]([OH:5])[c:6]1[c:7]2[c:12]([c:13]3[c:14]([n:15]([CH3:19])[c:16]([CH3:18])[n:17]3)[cH:20]1)[O:11][CH:10]([c:21]1[cH:22][cH:23][cH:24][cH:25][cH:26]1)[CH2:9][CH2:8]2. Reactants: [Mn](=O)(=O)(=O)[O-].[K+] (potassium permanganate), C(C)(=O)OC(C)=O (acetic anhydride), S(O)(O)(=O)=O (sulfuric acid), IC1=C(C(=C(C(=C1C)I)C)I)C (Triiodomesitylene). Solvent: C(C)(=O)O (acetic acid). Conditions: time 16 hour. The product is IC1=C(C(=C(C(=C1COC(C)=O)I)COC(C)=O)I)COC(C)=O (1,3,5-Triiodo-2,4,6-triacetoxymethylbenzene). RXN SMILES: [I:1][C:2]1[C:7]([CH3:8])=[C:6]([I:9])[C:5]([CH3:10])=[C:4]([I:11])[C:3]=1[CH3:12].C([O:16][C:17](=[O:19])[CH3:18])(=O)C.S(=O)(=O)(O)O.[Mn]([O-])(=O)(=O)=O.[K+]>C(O)(=O)C>[I:1][C:2]1[C:3]([CH2:12][O:19][C:17](=[O:16])[CH3:18])=[C:4]([I:11])[C:5]([CH2:10][O:19][C:17](=[O:16])[CH3:18])=[C:6]([I:9])[C:7]=1[CH2:8][O:16][C:17](=[O:19])[CH3:18] |f:3.4|. Procedure: Triiodomesitylene (19.5 g, 39 mmol) was added to glacial acetic acid (200 ml) containing acetic anhydride (400 ml) and concentrated sulfuric acid (40 ml). Solid potassium permanganate (24.6 g, 156 mmol) was then added in small portions over a period of 3 h. After stirring for 16 h, the solvent was evaporated and water (200 ml) was added. The aqueous suspension was extracted with dichloromethane (250 ml) and the organic phase was washed with water (3×50 ml), dried (MgSO4) and evaporated. The soli... Reactants: ClC=1C=CC(=C(/C=C/C(=O)OC)C1)NS(=O)(=O)C1=CC=CC=C1 (methyl trans-5-chloro-2-(penylsulfonylamino)cinnamate), BrCC(=O)C1=NC=CC(=C1F)CC (2-bromoacetyl-4-ethyl-3-fluoropyridine). Product: COC(CC1=C(NC2=CC=C(C=C12)Cl)C(=O)C1=NC=CC(=C1F)CC)=O (Methyl[5-chloro-2-(4-ethyl-3-fluoropyridine-2-carbonyl)-1H-indol-3-yl]acetate). RXN SMILES: [Cl:1][C:2]1[CH:3]=[CH:4][C:5]([NH:14]S(C2C=CC=CC=2)(=O)=O)=[C:6]([CH:13]=1)/[CH:7]=[CH:8]/[C:9]([O:11][CH3:12])=[O:10].Br[CH2:25][C:26]([C:28]1[C:33]([F:34])=[C:32]([CH2:35][CH3:36])[CH:31]=[CH:30][N:29]=1)=[O:27]>>[CH3:12][O:11][C:9](=[O:10])[CH2:8][C:7]1[C:6]2[C:5](=[CH:4][CH:3]=[C:2]([Cl:1])[CH:13]=2)[NH:14][C:25]=1[C:26]([C:28]1[C:33]([F:34])=[C:32]([CH2:35][CH3:36])[CH:31]=[CH:30][N:29]=1)=[O:27]. Procedure: The title compound was prepared according to the procedure described in Example 57 from methyl trans-5-chloro-2-(penylsulfonylamino)cinnamate (Example 36, step 3) and 2-bromoacetyl-4-ethyl-3-fluoropyridine*.